This data is from the Open Reaction Database (ORD), a public repository of structured organic reaction records. The task is: describe an organic reaction: reactants, conditions, products, and yield Starting materials: Cl.O(C1=CC=CC=C1)CCOC(=O)C1=C(NC=2CN(CC(C2C1C1=C(C(=CC=C1F)C)Cl)=O)CC1=CC=CC=C1)C (4-(2-chloro-6-fluoro-3-methylphenyl)-1,4,5,6,7,8-hexahydro-2-methyl-5-oxo-7-(phenylmethyl)-1,7-naphthyridine-3 -carboxylic acid 2-phenoxyethyl ester hydrochloride), Cl (hydrochloric acid), O (water), [H][H] (hydrogen). The reagents and catalysts are [Pd] (palladium on carbon). Solvent: CO (methanol), CO (methanol). Product: O(C1=CC=CC=C1)CCOC(=O)C1=C(NC=2CNCC(C2C1C1=C(C(=CC=C1F)C)Cl)=O)C (4-(2-chloro-6-fluoro-3-methylphenyl)-1,4,5,6,7,8-hexahydro-2-methyl-5-oxo-1,7-naphthyridine-3-carboxylic acid 2-phenoxyethyl ester). The yield is 55.0%. Reaction SMILES: Cl.[O:2]([CH2:9][CH2:10][O:11][C:12]([C:14]1[CH:23]([C:24]2[C:29]([F:30])=[CH:28][CH:27]=[C:26]([CH3:31])[C:25]=2[Cl:32])[C:22]2[C:21](=[O:33])[CH2:20][N:19](CC3C=CC=CC=3)[CH2:18][C:17]=2[NH:16][C:15]=1[CH3:41])=[O:13])[C:3]1[CH:8]=[CH:7][CH:6]=[CH:5][CH:4]=1.Cl.O.[H][H]>[Pd].CO>[O:2]([CH2:9][CH2:10][O:11][C:12]([C:14]1[CH:23]([C:24]2[C:29]([F:30])=[CH:28][CH:27]=[C:26]([CH3:31])[C:25]=2[Cl:32])[C:22]2[C:21](=[O:33])[CH2:20][NH:19][CH2:18][C:17]=2[NH:16][C:15]=1[CH3:41])=[O:13])[C:3]1[CH:8]=[CH:7][CH:6]=[CH:5][CH:4]=1 |f:0.1|. Reported procedure: Twelve grams of the above hydrochloride, 125 ml of methanol, 2 ml of concentrated hydrochloric acid, 10 ml of water, and 1 g of 10% palladium on carbon were shaken with hydrogen (50 psig initial pressure) for 24 hours. The mixture was diluted with 500 ml of methanol, heated to reflux and filtered. The filtrate was evaporated to dryness and the residue was slurried with ethanol and filtered. The solid was recrystallized from methanol to obtain 5.2 g of the title compound as the hydrochloride, m.p... Starting materials: N1CCCC2=CC=CC=C12 (1,2,3,4-tetrahydroquinoline), C(=O)(Cl)Cl (phosgene). Yields the product N1(CCCC2=CC=CC=C12)C(=O)Cl (1,2,3,4-Tetrahydroquinoline-1-carbonyl Chloride). Yield: 90.0%. Reaction SMILES: [NH:1]1[C:10]2[C:5](=[CH:6][CH:7]=[CH:8][CH:9]=2)[CH2:4][CH2:3][CH2:2]1.[C:11](Cl)([Cl:13])=[O:12]>>[N:1]1([C:11]([Cl:13])=[O:12])[C:10]2[C:5](=[CH:6][CH:7]=[CH:8][CH:9]=2)[CH2:4][CH2:3][CH2:2]1. Procedure: By the procedure of Example 7, Step A, 1,2,3,4-tetrahydroquinoline was reacted with phosgene to give a 90% yield of the title compound as a dark orange oil, homogeneous by TLC (3:1 hexane-EtOAc) but Rf identical to that of starting material; IR spectrum νCO 1740 cm-1 ; FAB-MS m/e 196 (M+1)+. Reactants: COC(=O)c1ccc(C2CCCC3CCC(I)C(=O)N32)cc1, CCOP(OCC)OCC. Product: CCOP(=O)(OCC)C1CCC2CCCC(c3ccc(C(=O)OC)cc3)N2C1=O. Reaction SMILES: [C:1](=[O:2])([O:3][CH3:4])[c:5]1[cH:6][cH:7][c:8]([CH:11]2[N:12]3[C:13](=[O:22])[CH:14]([I:21])[CH2:15][CH2:16][CH:17]3[CH2:18][CH2:19][CH2:20]2)[cH:9][cH:10]1.[P:23]([O:24][CH2:25][CH3:26])([O:27][CH2:28][CH3:29])[O:30][CH2:31][CH3:32]>>[C:1](=[O:2])([O:3][CH3:4])[c:5]1[cH:6][cH:7][c:8]([CH:11]2[N:12]3[C:13](=[O:22])[CH:14]([P:23]([O:24][CH2:25][CH3:26])([O:27][CH2:28][CH3:29])=[O:30])[CH2:15][CH2:16][CH:17]3[CH2:18][CH2:19][CH2:20]2)[cH:9][cH:10]1. Starting materials: Nc1ccc(CN2C(=O)C=C(CCO)Sc3ccccc32)cc1, Cc1ccccc1C(=O)Cl, O=C(Cl)c1ccccc1-c1ccccc1. Product: Cc1ccccc1C(=O)Nc1ccc(CN2C(=O)C=C(CCO)Sc3ccccc32)cc1. RXN SMILES: [OH:1][CH2:2][CH2:3][C:4]1=[CH:10][C:9](=[O:11])[N:8]([CH2:12][c:13]2[cH:14][cH:15][c:16]([NH2:19])[cH:17][cH:18]2)[c:7]2[c:6]([cH:23][cH:22][cH:21][cH:20]2)[S:5]1.[c:24]1([CH3:33])[c:25]([C:30](=[O:31])[Cl:32])[cH:26][cH:27][cH:28][cH:29]1.[c:34]1(-[c:35]2[cH:36][cH:37][cH:38][cH:39][c:40]2[C:41]([Cl:42])=[O:43])[cH:44][cH:45][cH:46][cH:47][cH:48]1>>[OH:1][CH2:2][CH2:3][C:4]1=[CH:10][C:9](=[O:11])[N:8]([CH2:12][c:13]2[cH:14][cH:15][c:16]([NH:19][C:30]([c:25]3[c:24]([CH3:33])[cH:29][cH:28][cH:27][cH:26]3)=[O:31])[cH:17][cH:18]2)[c:7]2[c:6]([cH:23][cH:22][cH:21][cH:20]2)[S:5]1. Starting materials: C(C1=CC=CC=C1)OC(=O)C=1C=C2C=CC(=NC2=CC1)N (2-aminoquinoline-6-carboxylic acid benzyl ester), C(C)(C)(C)C1=CC=C(C=C1)C=1C(=CC=CC1)C(=O)O (4′-tert-butylbiphenyl-2-carboxylic acid), Cl.CN(CCCN=C=NCC)C (1-(3-dimethylaminopropyl)-3-ethylcarbodiimide hydrochloride). The reagents and catalysts are CN(C1=CC=NC=C1)C (4-dimethylaminopyridine). The solvent is C(Cl)Cl (CH2Cl2), C(=O)(O)[O-].[Na+] (NaHCO3). Reaction conditions: time 18 hour. Yields the product C(C1=CC=CC=C1)OC(=O)C=1C=C2C=CC(=NC2=CC1)NC(=O)C=1C(=CC=CC1)C1=CC=C(C=C1)C(C)(C)C (2-[(4′-tert-Butylbiphenyl-2-carbonyl)amino]quinoline-6-carboxylic acid benzyl ester). Isolated yield 79.4%. Reaction SMILES: [CH2:1]([O:8][C:9]([C:11]1[CH:12]=[C:13]2[C:18](=[CH:19][CH:20]=1)[N:17]=[C:16]([NH2:21])[CH:15]=[CH:14]2)=[O:10])[C:2]1[CH:7]=[CH:6][CH:5]=[CH:4][CH:3]=1.[C:22]([C:26]1[CH:31]=[CH:30][C:29]([C:32]2[C:33]([C:38](O)=[O:39])=[CH:34][CH:35]=[CH:36][CH:37]=2)=[CH:28][CH:27]=1)([CH3:25])([CH3:24])[CH3:23].Cl.CN(C)CCCN=C=NCC>C(Cl)Cl.CN(C)C1C=CN=CC=1.C([O-])(O)=O.[Na+]>[CH2:1]([O:8][C:9]([C:11]1[CH:12]=[C:13]2[C:18](=[CH:19][CH:20]=1)[N:17]=[C:16]([NH:21][C:38]([C:33]1[C:32]([C:29]3[CH:28]=[CH:27][C:26]([C:22]([CH3:25])([CH3:24])[CH3:23])=[CH:31][CH:30]=3)=[CH:37][CH:36]=[CH:35][CH:34]=1)=[O:39])[CH:15]=[CH:14]2)=[O:10])[C:2]1[CH:3]=[CH:4][CH:5]=[CH:6][CH:7]=1 |f:2.3,6.7|. Procedure details: To solution of 2-aminoquinoline-6-carboxylic acid benzyl ester (25 g, 100 mmol) and 4′-tert-butylbiphenyl-2-carboxylic acid (19.5 g, 70 mmol) in CH2Cl2 (500 mL) was added 4-dimethylaminopyridine (9.77 g, 80 mmol) and 1-(3-dimethylaminopropyl)-3-ethylcarbodiimide hydrochloride (19.2 g, 100 mmol). The reaction mixture was stirred at room temperature for 18 h and then diluted with saturated aqueous NaHCO3 solution. The aqueous phase was separated and extracted with CH2Cl2. Combined organic layers w... The reactants are [O-][Si](=O)[O-].[Mg+2] (florisil), [Cr](=O)(=O)([O-])Cl.[NH+]1=CC=CC=C1 (pyridinium chlorochromate), OCCCC[C@@H](C(=O)OCC1=CC=CC=C1)N1C(C=2C(C1=O)=CC=CC2)=O (Benzyl 6-hydroxy-2(S)-phthalimidohexanoate). The solvent is CCOCC (ether), C(Cl)Cl (CH2Cl2), CCOCC (ether). Reaction conditions: time 4 hour. The product is C(=O)CCC[C@@H](C(=O)OCC1=CC=CC=C1)N1C(C=2C(C1=O)=CC=CC2)=O (benzyl 5-formyl-2(S)-phthalimidopentanoate). The yield is 79.4%. Reaction SMILES: [OH:1][CH2:2][CH2:3][CH2:4][CH2:5][C@H:6]([N:17]1[C:21](=[O:22])[C:20]2=[CH:23][CH:24]=[CH:25][CH:26]=[C:19]2[C:18]1=[O:27])[C:7]([O:9][CH2:10][C:11]1[CH:16]=[CH:15][CH:14]=[CH:13][CH:12]=1)=[O:8].[Cr](Cl)([O-])(=O)=O.[NH+]1C=CC=CC=1.[O-][Si]([O-])=O.[Mg+2]>C(Cl)Cl.CCOCC>[CH:2]([CH2:3][CH2:4][CH2:5][C@H:6]([N:17]1[C:21](=[O:22])[C:20]2=[CH:23][CH:24]=[CH:25][CH:26]=[C:19]2[C:18]1=[O:27])[C:7]([O:9][CH2:10][C:11]1[CH:16]=[CH:15][CH:14]=[CH:13][CH:12]=1)=[O:8])=[O:1] |f:1.2,3.4|. Procedure: Benzyl 6-hydroxy-2(S)-phthalimidohexanoate (4.0 g) was dissolved in CH2Cl2 and treated with pyridinium chlorochromate (3.64 g). The reaction mixture was stirred under nitrogen for 4 hours and then diluted with 160 ml of ether. The mixture was filtered through a celite pad and concentrated to give an oil. This oil was passed through a short florisil column with ether as eluent. Concentration and drying in vacuo yielded pure benzyl 5-formyl-2(S)-phthalimidopentanoate (3.16 g); [α]D25° =-18.6° (CH2...